Task: describe an organic reaction: reactants, conditions, products, and yield. Dataset: the Open Reaction Database (ORD), a public repository of structured organic reaction records Starting materials: COC(=O)Cl (methylchloroformate), CC1(CCC(CC1)(C)C)C(=O)O (methyl 4,4-dimethyl-cyclohexane carboxylic acid), C(C)(C)NC(C)C.[Li] (lithium diisopropylamine). Solvent: C1CCOC1 (THF), C1CCOC1 (THF), C1CCOC1 (THF). Conditions: time 1 hour. Yields the product CC1(CCC(CC1)(C(=O)OC)C(=O)OC)C (Dimethyl 4,4-Dimethylcyclohexane-1,1-Dicarboxylate). Isolated yield 36192700.0%. RXN SMILES: C[C:2]1([C:10]([OH:12])=[O:11])[CH2:7][CH2:6][C:5]([CH3:9])([CH3:8])[CH2:4][CH2:3]1.[CH:13](NC(C)C)(C)C.[Li].[CH3:21][O:22][C:23](Cl)=[O:24]>C1COCC1>[CH3:8][C:5]1([CH3:9])[CH2:6][CH2:7][C:2]([C:10]([O:12][CH3:13])=[O:11])([C:23]([O:22][CH3:21])=[O:24])[CH2:3][CH2:4]1 |f:1.2,^1:19|. Reported procedure: A solution of methyl 4,4-dimethyl-cyclohexane carboxylic acid (7.17 g, 42.2 mmol) in THF (15 mL) was added dropwise to a solution of lithium diisopropylamine (6.84 g, 63.3 mmol) in THF (60 mL) at −78° C. After stirring for 1 h at the same temperature, a solution of methylchloroformate (6.0 g, 63.3 nmol) in THF (15 mL) was added slowly and the mixture was allowed to warm to room temperature. After 18 h the reaction mixture was quenched with saturated aqueous NH4Cl solution (150 mL) and the aqueou... Reactants: FC=1C=CC(=C(C1)CC(=O)O)[N+](=O)[O-] (5-fluoro-2-nitro-phenylacetic acid), [H][H] (hydrogen). Reagents/catalysts: [Pt]=O (platinum oxide). The product is FC=1C=C2CC(NC2=CC1)=O (5-fluoro-oxindole). RXN SMILES: [F:1][C:2]1[CH:3]=[CH:4][C:5]([N+:12]([O-])=O)=[C:6]([CH2:8][C:9](O)=[O:10])[CH:7]=1.[H][H]>[Pt]=O>[F:1][C:2]1[CH:7]=[C:6]2[C:5](=[CH:4][CH:3]=1)[NH:12][C:9](=[O:10])[CH2:8]2. Procedure details: A mixture of 24 g. of 5-fluoro-2-nitro-phenylacetic acid, 2.0 g. of platinum oxide (PtO2) and 250 ml. of glacial acid is hydrogenated at room temperature and 50 p.s.i. until the theoretical amount of hydrogen is taken up. The resulting mixture is filtered and the solvent evaporated off in vacuo. The residue is triturated with water and the resulting precipitate recrystallized from methylene chloride/diethyl ether to obtain 5-fluoro-oxindole, m.p. 131°-133° C. Starting materials: CC(C)(C)OC(=O)N1CCN(C(C(=O)N2CCc3c(cnc4[nH]nc(Br)c34)C2)c2ccccc2)CC1, C1COCCO1, ClCCl, Cl. Yields the product O=C(C(c1ccccc1)N1CC[NH2+]CC1)N1CCc2c(cnc3[nH]nc(Br)c23)C1, [Cl-]. RXN SMILES: [Br:1][c:2]1[n:3][nH:4][c:5]2[n:6][cH:7][c:8]3[c:13]([c:14]12)[CH2:12][CH2:11][N:10]([C:15]([CH:16]([c:17]1[cH:18][cH:19][cH:20][cH:21][cH:22]1)[N:23]1[CH2:24][CH2:25][N:26]([C:29]([O:30][C:31]([CH3:32])([CH3:33])[CH3:34])=[O:35])[CH2:27][CH2:28]1)=[O:36])[CH2:9]3.[CH2:41]1[O:42][CH2:43][CH2:44][O:45][CH2:46]1.[Cl:38][CH2:39][Cl:40].[ClH:37]>>[Br:1][c:2]1[n:3][nH:4][c:5]2[n:6][cH:7][c:8]3[c:13]([c:14]12)[CH2:12][CH2:11][N:10]([C:15]([CH:16]([c:17]1[cH:18][cH:19][cH:20][cH:21][cH:22]1)[N:23]1[CH2:24][CH2:25][NH2+:26][CH2:27][CH2:28]1)=[O:36])[CH2:9]3.[Cl-:37]. Reactants: ice water, B(F)(F)F.CCOCC (Boron trifluoride etherate), C(CS)S (1,2-ethanedithiol), C(C)OC([C@H](CC=O)OC(C)=O)=O ((S)-2-acetoxy-4-oxobutanoic acid ethyl ester). Solvent: ClCCl (dichloromethane). Reaction conditions: time 8 hour. Product: C(C)OC([C@H](CC1SCCS1)OC(C)=O)=O (α(S)-Acetoxy-1,3-dithiolane-2-propanoic acid ethyl ester). Yield: 145.0%. RXN SMILES: B(F)(F)F.CCOCC.[CH2:10]([SH:13])[CH2:11][SH:12].[CH2:14]([O:16][C:17](=[O:26])[C@@H:18]([O:22][C:23](=[O:25])[CH3:24])[CH2:19][CH:20]=O)[CH3:15]>ClCCl>[CH2:14]([O:16][C:17](=[O:26])[C@@H:18]([O:22][C:23](=[O:25])[CH3:24])[CH2:19][CH:20]1[S:13][CH2:10][CH2:11][S:12]1)[CH3:15] |f:0.1|. Reported procedure: Boron trifluoride etherate (1.15 g, 81 mmol) was added to a stirred solution of 1,2-ethanedithiol (0.34 g, 3.65 mmol) and (S)-2-acetoxy-4-oxobutanoic acid ethyl ester (0.46 g, 2.4 mmol) in dichloromethane (20 ml) at 0°. The mixture was stirred at room temperature overnight and ice/water added. The organic layer was separated, dried (MgSO4) and the solvent evaporated to give the sub-title compound (0.92 g).